describe an organic reaction: reactants, conditions, products, and yield From a dataset of the Open Reaction Database (ORD), a public repository of structured organic reaction records. Reaction SMILES: [Br:1][C:2]1[CH:8]=[CH:7][C:5]([NH2:6])=[C:4]([Cl:9])[CH:3]=1.COCCOC.[F:16][C:17]([F:22])([F:21])[C:18](O)=O>>[Br:1][C:2]1[CH:8]=[CH:7][C:5]([NH:6][CH2:18][C:17]([F:22])([F:21])[F:16])=[C:4]([Cl:9])[CH:3]=1. Yields the product BrC1=CC(=C(NCC(F)(F)F)C=C1)Cl (4-bromo-2-chloro-N-(2,2,2-trifluoroethyl)aniline). Procedure: 4-Bromo-2-chloroaniline (5000 mg, 24.22 mmol) was dissolved in trifluoroacetic acid (40 ml) and 1,2-dimethoxyethane (50 ml) then cooled under argon to 0° C. To the mixture was added 2-picoline borane complex (12951.34 mg, 121.08 mmol) and then the reaction mixture was heated 110° C. for 90 minutes. Solvents were removed under reduced pressure and crude material was taken up in 1N HCl and stirred at 110° C. 30 minutes. Crude mixture was then diluted with EtOAc and water and extracted EtOAc (3 tim... The reactants are BrC1=CC(=C(N)C=C1)Cl (4-Bromo-2-chloroaniline), FC(C(=O)O)(F)F (trifluoroacetic acid), COCCOC (1,2-dimethoxyethane). Reaction conditions: temperature 110 celsius. The reactants are Cl.N1=CC=CC=C1 (pyridine hydrochloride), N1=CC=CC=C1 (pyridine), Cl (hydrochloric acid), ClC1=NC=CC=C1OC1=C(C=CC=C1)OC (2-chloro-3-(2-methoxyphenoxy)pyridine). Solvent: O (water). Reaction conditions: temperature 100 celsius. The product is Cl.N1=CC=CC=C1 (pyridine hydrochloride), N1=CC=CC=2OC3=C(OC21)C=CC=C3 (pyrido[2,3-B][1,4]benzodioxin). Reaction SMILES: [N:1]1[CH:6]=[CH:5][CH:4]=[CH:3][CH:2]=1.Cl.Cl.N1C=CC=CC=1.[Cl:15][C:16]1[C:21]([O:22][C:23]2[CH:28]=[CH:27][CH:26]=[CH:25][C:24]=2[O:29]C)=[CH:20][CH:19]=[CH:18][N:17]=1>O>[ClH:15].[N:1]1[CH:6]=[CH:5][CH:4]=[CH:3][CH:2]=1.[N:17]1[C:16]2[O:29][C:24]3[CH:25]=[CH:26][CH:27]=[CH:28][C:23]=3[O:22][C:21]=2[CH:20]=[CH:19][CH:18]=1 |f:2.3,6.7|. Procedure details: Anhydrous pyridine hydrochloride is prepared by distillation to a temperature of 220° C. from a mixture of 42 g of pyridine and 50 ml of concentrated hydrochloric acid. Under a nitrogen atmosphere, the pyridine hydrochloride is allowed to cool to 100° C. and 5 g of 2-chloro-3-(2-methoxyphenoxy)pyridine is added and the mixture is refluxed 1 hour. The mixture is cooled and 200 ml of water is added. The mixture is extracted with 250 ml diethyl ether and the extracts are washed with 10 ml of concen... The reactants are FC=1C=CC(=C(C1)C1=CC=C2C=C(N=CC2=C1)N)C (7-(5-fluoro-2-methylphenyl)isoquinolin-3-amine), BrC1=NC(=CC=C1)OC (2-bromo-6-methoxypyridine), O1CCOCC1 (1,4-dioxane), C1(=CC=CC=C1)P(C1=CC=CC=2C(C3=CC=CC(=C3OC12)P(C1=CC=CC=C1)C1=CC=CC=C1)(C)C)C1=CC=CC=C1 (4,5-bis(diphenylphosphino)-9,9-dimethylxanthene), C([O-])([O-])=O.[Cs+].[Cs+] (cesium carbonate). The reagents and catalysts are C(C)(=O)[O-].[Pd+2].C(C)(=O)[O-] (palladium (II) acetate). Solvent: ClCCl (dichloromethane). Conditions: time 10 minute. Product: FC=1C=CC(=C(C1)C1=CC=C2C=C(N=CC2=C1)NC1=NC(=CC=C1)OC)C (7-(5-fluoro-2-methylphenyl)-N-(6-methoxypyridin-2-yl)isoquinolin-3-amine). Isolated yield 105.4%. As a reaction SMILES: [F:1][C:2]1[CH:3]=[CH:4][C:5]([CH3:19])=[C:6]([C:8]2[CH:17]=[C:16]3[C:11]([CH:12]=[C:13]([NH2:18])[N:14]=[CH:15]3)=[CH:10][CH:9]=2)[CH:7]=1.Br[C:21]1[CH:26]=[CH:25][CH:24]=[C:23]([O:27][CH3:28])[N:22]=1.O1CCOCC1.C1(P(C2C=CC=CC=2)C2C3OC4C(=CC=CC=4P(C4C=CC=CC=4)C4C=CC=CC=4)C(C)(C)C=3C=CC=2)C=CC=CC=1.C(=O)([O-])[O-].[Cs+].[Cs+]>ClCCl.C([O-])(=O)C.[Pd+2].C([O-])(=O)C>[F:1][C:2]1[CH:3]=[CH:4][C:5]([CH3:19])=[C:6]([C:8]2[CH:17]=[C:16]3[C:11]([CH:12]=[C:13]([NH:18][C:21]4[CH:26]=[CH:25][CH:24]=[C:23]([O:27][CH3:28])[N:22]=4)[N:14]=[CH:15]3)=[CH:10][CH:9]=2)[CH:7]=1 |f:4.5.6,8.9.10|. Procedure details: To 7-(5-fluoro-2-methylphenyl)isoquinolin-3-amine (151.4 mg, 0.6001 mmol) and 2-bromo-6-methoxypyridine (110.0 uL, 0.8951 mmol) was added 1,4-dioxane (4.0 mL, 51 mmol). Nitrogen gas was bubbled through this mixture while stirring for 10 minutes, and then palladium (II) acetate (14.5 mg, 0.0646 mmol), 4,5-bis(diphenylphosphino)-9,9-dimethylxanthene (57.1 mg, 0.0987 mmol), and cesium carbonate (397.6 mg, 1.220 mmol) were added. The reaction mixture was stirred in a sealed vial at 100° C. for 90 mi...